describe an organic reaction: reactants, conditions, products, and yield From a dataset of the Open Reaction Database (ORD), a public repository of structured organic reaction records. Reactants: CC1(C)OCC2OC2CO1, CC(C)O, CC(N)c1ccccc1. The product is CC(NC1COC(C)(C)OCC1O)c1ccccc1. Reaction SMILES: [CH3:10][C:11]1([CH3:19])[O:12][CH2:13][CH:14]2[O:15][CH:16]2[CH2:17][O:18]1.[CH:20]([OH:21])([CH3:22])[CH3:23].[c:1]1([CH:7]([CH3:8])[NH2:9])[cH:2][cH:3][cH:4][cH:5][cH:6]1>>[c:1]1([CH:7]([CH3:8])[NH:9][CH:14]2[CH2:13][O:12][C:11]([CH3:10])([CH3:19])[O:18][CH2:17][CH:16]2[OH:15])[cH:2][cH:3][cH:4][cH:5][cH:6]1. Reactants: NCCCOC1=CN2C(C=C(C=C2C=C1)C(=O)NC[C@@H](C(=O)O)NS(=O)(=O)C1=CC=CC=C1)=O ((S)-3-{[7-(3-amino-propoxy)-4-oxo-4H-quinolizine-2-carbonyl]-amino}-2-benzenesulfonylamino-propionic acid), FC(C(=O)O)(F)F.NCCCOC1=CN2C(C=C(C=C2C=C1)C(=O)NC[C@@H](C(=O)O)NS(=O)(=O)C1=CC=CC=C1)=O ((S)-3-{[7-(3-Amino-propoxy)-4-oxo-4H-quinolizine-2-carbonyl]-amino}-2-benzenesulfonylamino-propionic Acid Trifluoroacetic Acid Salt), C(C)(C)N(CC)C(C)C (diisopropylethylamine), Cl.N1(N=CC=C1)C(=N)N (1H-pyrazole-1-carboxamidine hydrochloride). Run in CN(C)C=O (DMF), O (water). Conditions: temperature 60 celsius, time 7 hour. The product is Cl.C1(=CC=CC=C1)S(=O)(=O)N[C@H](C(=O)O)CNC(=O)C=1C=C2C=CC(=CN2C(C1)=O)OCCCNC(=N)N ((S)-2-Benzenesulfonylamino-3-{[7-(3-guanidino-propoxy)-4-oxo-4H-quinolizine-2-carbonyl]-amino}-propionic Acid Hydrochloride). As a reaction SMILES: [NH2:1][CH2:2][CH2:3][CH2:4][O:5][C:6]1[CH:15]=[CH:14][C:13]2[N:8]([C:9](=[O:34])[CH:10]=[C:11]([C:16]([NH:18][CH2:19][C@H:20]([NH:24][S:25]([C:28]3[CH:33]=[CH:32][CH:31]=[CH:30][CH:29]=3)(=[O:27])=[O:26])[C:21]([OH:23])=[O:22])=[O:17])[CH:12]=2)[CH:7]=1.FC(F)(F)C(O)=O.NCCCOC1C=CC2N(C(=O)C=C(C(NC[C@H](NS(C3C=CC=CC=3)(=O)=O)C(O)=O)=O)C=2)C=1.C(N(C(C)C)CC)(C)C.[ClH:85].[N:86]1([C:91](N)=[NH:92])C=CC=N1>CN(C=O)C.O>[ClH:85].[C:28]1([S:25]([NH:24][C@@H:20]([CH2:19][NH:18][C:16]([C:11]2[CH:12]=[C:13]3[N:8]([C:9](=[O:34])[CH:10]=2)[CH:7]=[C:6]([O:5][CH2:4][CH2:3][CH2:2][NH:1][C:91]([NH2:92])=[NH:86])[CH:15]=[CH:14]3)=[O:17])[C:21]([OH:23])=[O:22])(=[O:27])=[O:26])[CH:29]=[CH:30][CH:31]=[CH:32][CH:33]=1 |f:1.2,4.5,8.9|. Procedure: A mixture of (S)-3-{[7-(3-amino-propoxy)-4-oxo-4H-quinolizine-2-carbonyl]-amino}-2-benzenesulfonylamino-propionic acid trifluoroacecic acid salt (compound XIV)(15 mg, 0.025 mmol), diisopropylethylamine (13 μl, 0.075 mmol) and 1H-pyrazole-1-carboxamidine hydrochloride (6 mg, 0.038 mmol) in DMF (0.5 ml) and water (0.5 ml) was stirred at 60° C. for 7 hours. It was then concentrated and the residue was flash chromatographed (ethanol:NH4OH:water; 8:1:1) and lyophilized in a (1:1) mixture of 0.1N HCl ... Run at time 2 hour. Yields the product ClC=1C=C(C=CC1)[C@H](C)NC(/C=C/[C@]12C([C@H]3CC[C@@H]4[C@]5(CC[C@@H](C([C@@H]5CC[C@]4([C@@]3(CC1)C)C)(C)C)OC(CC(C(=O)O)(C)C)=O)C)=C(C(C2)=O)C(C)C)=O (4-(((3aS,5aR,5bR,7aR,9S,11aR,11bR,13aS)-3a-((E)-3-(((S)-1-(3-Chlorophenyl)ethyl)amino)-3-oxoprop-1-en-1-yl)-1-isopropyl-5a,5b,8,8,11a-pentamethyl-2-oxo-3,3a,4,5,5a,5b,6,7,7a,8,9,10,11,11a,11b,12,13,13a-octadecahydro-2H-cyclopenta[a]chrysen-9-yl)oxy)-2,2-dimethyl-4-oxobutanoic acid). The reactants are CC(C(=O)OC(C)(C)C)(CC(=O)O[C@@H]1C([C@@H]2CC[C@]3([C@@]4(CC[C@@]5(C([C@H]4CC[C@@H]3[C@]2(CC1)C)=C(C(C5)=O)C(C)C)\C=C\C(=O)N[C@@H](C)C5=CC(=CC=C5)Cl)C)C)(C)C)C (1-tert-butyl 4-((3aS,5aR,5bR,7aR,9S,11aR,11bR,13aS)-3a-((E)-3-(((S)-1-(3-chlorophenyl)ethyl)amino)-3-oxoprop-1-en-1-yl)-1-isopropyl-5a,5b,8,8,11a-pentamethyl-2-oxo-3,3a,4,5,5a,5b,6,7,7a,8,9,10,11,11a,11b,12,13,13a-octadecahydro-2H-cyclopenta[a]chrysen-9-yl) 2,2-dimethylsuccinate), C(=O)(C(F)(F)F)O (TFA). The solvent is C(Cl)Cl (DCM), ClCCl (dichloromethane). Procedure details: To a solution of 1-tert-butyl 4-((3aS,5aR,5bR,7aR,9S,11aR,11bR,13aS)-3a-((E)-3-(((S)-1-(3-chlorophenyl)ethyl)amino)-3-oxoprop-1-en-1-yl)-1-isopropyl-5a,5b,8,8,11a-pentamethyl-2-oxo-3,3a,4,5,5a,5b,6,7,7a,8,9,10,11,11a,11b,12,13,13a-octadecahydro-2H-cyclopenta[a]chrysen-9-yl) 2,2-dimethylsuccinate (12 g, 14.66 mmol) in dichloromethane (130 mL) was added TFA (80 mL, 14.66 mmol). The reaction mixture was stirred at rt for 2 hr and diluted with DCM, washed with water twice. And the organic layer was ... RXN SMILES: [CH3:1][C:2]([CH3:58])([CH2:10][C:11]([O:13][C@H:14]1[CH2:31][CH2:30][C@@:29]2([CH3:32])[C@@H:16]([CH2:17][CH2:18][C@:19]3([CH3:55])[C@@H:28]2[CH2:27][CH2:26][C@H:25]2[C@@:20]3([CH3:54])[CH2:21][CH2:22][C@@:23]3(/[CH:40]=[CH:41]/[C:42]([NH:44][C@H:45]([C:47]4[CH:52]=[CH:51][CH:50]=[C:49]([Cl:53])[CH:48]=4)[CH3:46])=[O:43])[CH2:35][C:34](=[O:36])[C:33]([CH:37]([CH3:39])[CH3:38])=[C:24]32)[C:15]1([CH3:57])[CH3:56])=[O:12])[C:3]([O:5]C(C)(C)C)=[O:4].C(O)(C(F)(F)F)=O>ClCCl>[Cl:53][C:49]1[CH:48]=[C:47]([C@@H:45]([NH:44][C:42](=[O:43])/[CH:41]=[CH:40]/[C@:23]23[CH2:35][C:34](=[O:36])[C:33]([CH:37]([CH3:39])[CH3:38])=[C:24]2[C@@H:25]2[C@@:20]([CH3:54])([CH2:21][CH2:22]3)[C@@:19]3([CH3:55])[C@@H:28]([C@:29]4([CH3:32])[C@@H:16]([CH2:17][CH2:18]3)[C:15]([CH3:56])([CH3:57])[C@@H:14]([O:13][C:11](=[O:12])[CH2:10][C:2]([CH3:1])([CH3:58])[C:3]([OH:5])=[O:4])[CH2:31][CH2:30]4)[CH2:27][CH2:26]2)[CH3:46])[CH:52]=[CH:51][CH:50]=1. Isolated yield 87.9%. The reactants are Cl.Cl.Cl.NCCCCN1CCN(CC1)C1=CC=CC=C1 (1-(4-aminobutan-1-yl)-4-phenylpiperazine trihydrochloride), N=1C=C2C=C(SC3=CC=CC1N23)C(=O)O (5-thia-1,8b-diazaacenaphthylene-4-carboxylic acid), ON1C(CCC1=O)=O (N-hydroxysuccinimide), Cl.C(C)N=C=NCCCN(C)C (N-ethyl-N′-3-(N,N-dimethylamino)propylcarbodiimide hydrochloride). Solvent: C(C)O (ethanol), C(C)N(CC)CC (triethylamine), C(C)#N (acetonitrile). Run at time 2 hour. Yields the product C1(=CC=CC=C1)N1CCN(CC1)CCCCNC(=O)C1=CC2=CN=C3C=CC=C(S1)N32 (N-[4-(4-phenyl-1-piperazinyl)butan-1-yl]-5-thia-1,8b-diazaacenaphthylene-4-carboxamide). As a reaction SMILES: [N:1]1[CH:2]=[C:3]2[N:12]3[C:7](=[CH:8][CH:9]=[CH:10][C:11]=13)[S:6][C:5]([C:13]([OH:15])=O)=[CH:4]2.ON1C(=O)CCC1=O.Cl.C(N=C=NCCCN(C)C)C.Cl.Cl.Cl.[NH2:39][CH2:40][CH2:41][CH2:42][CH2:43][N:44]1[CH2:49][CH2:48][N:47]([C:50]2[CH:55]=[CH:54][CH:53]=[CH:52][CH:51]=2)[CH2:46][CH2:45]1>C(#N)C.C(O)C.C(N(CC)CC)C>[C:50]1([N:47]2[CH2:46][CH2:45][N:44]([CH2:43][CH2:42][CH2:41][CH2:40][NH:39][C:13]([C:5]3[S:6][C:7]4[N:12]5[C:3](=[CH:2][N:1]=[C:11]5[CH:10]=[CH:9][CH:8]=4)[CH:4]=3)=[O:15])[CH2:49][CH2:48]2)[CH:51]=[CH:52][CH:53]=[CH:54][CH:55]=1 |f:2.3,4.5.6.7|. Procedure: To a suspension of 1.0 g (4.58 mM) of 5-thia-1,8b-diazaacenaphthylene-4-carboxylic acid and 0.90 g (7.82 mM) of N-hydroxysuccinimide in acetonitrile (10 ml) was added 1.51 g (7.88 mM) of N-ethyl-N′-3-(N,N-dimethylamino)propylcarbodiimide hydrochloride at room temperature and the mixture was stirred at the prevailing temperature for 2 hours. To this reaction mixture was added a solution of 2.02 g (5.89 mM) of 1-(4-aminobutan-1-yl)-4-phenylpiperazine trihydrochloride and 4.1 ml (29.4 mM) of trieth... The reactants are FC(C=1C=C(C=NC1)N)(F)F (5-(trifluoromethyl)pyridin-3-amine), CCOC(=O)C (EtOAc), CN1CCCC1 (N-methylpyrrolidine), ClC(=O)OC(=C)C (isopropenyl chloroformate). Run in O (H2O), C1CCOC1 (THF), C(Cl)Cl (CH2Cl2). Run at temperature 0 celsius, time 4 hour. Product: FC(C=1C=C(C=NC1)NC(OC(=C)C)=O)(F)F (prop-1-en-2-yl 5-(trifluoromethyl)pyridin-3-ylcarbamate). Reaction SMILES: [F:1][C:2]([F:11])([F:10])[C:3]1[CH:4]=[C:5]([NH2:9])[CH:6]=[N:7][CH:8]=1.CN1CCCC1.Cl[C:19]([O:21][C:22]([CH3:24])=[CH2:23])=[O:20].CCOC(C)=O>C1COCC1.C(Cl)Cl.O>[F:11][C:2]([F:1])([F:10])[C:3]1[CH:4]=[C:5]([NH:9][C:19](=[O:20])[O:21][C:22]([CH3:24])=[CH2:23])[CH:6]=[N:7][CH:8]=1. Reported procedure: 5-(trifluoromethyl)pyridin-3-amine (883 mg, 5.45 mmol) was suspended in dry THF (20 mL) and N-methylpyrrolidine (680 μL, 6.54 mmol) was added to give a brown suspension. The mixture was cooled to 0° C. and isopropenyl chloroformate (715 μL, 6.54 mmol) was added dropwise over 15 min. The suspension was allowed to reach RT and was stirred for 4 h. EtOAc (60 mL) and H2O (10 mL) were added and the organic layer was isolated, washed with 50% brine (10 mL), dried (MgSO4), filtered and evaporated to le... Reactants: O=S1(CCN(CC1)C1=CC=C(C=C1)O)=O (4-(1,1-dioxo-thiomorpholin-4-yl)phenol), C(CCCCC(C)C)OCC1CO1 (isooctylglycidyl ether). The reagents and catalysts are [Br-].C(C)[P+](C1=CC=CC=C1)(C1=CC=CC=C1)C1=CC=CC=C1 (ethyltriphenylphosphonium bromide). Product: O=S1(CCN(CC1)C1=CC=C(OCC(COCCCCCC(C)C)O)C=C1)=O (1-[4-(1,1-dioxo-thiomorpholin-4-yl)-phenoxy]-3-(isooctyloxy)-propan-2-ol). Isolated yield 68.9%. As a reaction SMILES: [O:1]=[S:2]1(=[O:15])[CH2:7][CH2:6][N:5]([C:8]2[CH:13]=[CH:12][C:11]([OH:14])=[CH:10][CH:9]=2)[CH2:4][CH2:3]1.[CH2:16]([O:24][CH2:25][CH:26]1[O:28][CH2:27]1)[CH2:17][CH2:18][CH2:19][CH2:20][CH:21]([CH3:23])[CH3:22]>[Br-].C([P+](C1C=CC=CC=1)(C1C=CC=CC=1)C1C=CC=CC=1)C>[O:15]=[S:2]1(=[O:1])[CH2:3][CH2:4][N:5]([C:8]2[CH:9]=[CH:10][C:11]([O:14][CH2:27][CH:26]([OH:28])[CH2:25][O:24][CH2:16][CH2:17][CH2:18][CH2:19][CH2:20][CH:21]([CH3:23])[CH3:22])=[CH:12][CH:13]=2)[CH2:6][CH2:7]1 |f:2.3|. Reported procedure: 4-(1,1-dioxo-thiomorpholin-4-yl)phenol (2.3 g, 10 mmol), isooctylglycidyl ether (1.9 g, 10 mmol) and ethyltriphenylphosphonium bromide (0.2 g) are reacted and purified as described for compound 102 to afford a light yellow liquid 2.85 g (69%).